Dataset: the Open Reaction Database (ORD), a public repository of structured organic reaction records. Task: describe an organic reaction: reactants, conditions, products, and yield Starting materials: [Ag+2], BrCc1ccccc1, O=C([O-])[O-], COC(=O)c1ccc(=O)[nH]c1C(=O)c1ccccc1, Cc1ccccc1. Product: COC(=O)c1ccc(OCc2ccccc2)nc1C(=O)c1ccccc1. RXN SMILES: [Ag+2:39].[Br:20][CH2:21][c:22]1[cH:23][cH:24][cH:25][cH:26][cH:27]1.[C:35](=[O:36])([O-:37])[O-:38].[CH3:1][O:2][C:3](=[O:4])[c:5]1[c:6]([C:12]([c:13]2[cH:14][cH:15][cH:16][cH:17][cH:18]2)=[O:19])[nH:7][c:8](=[O:11])[cH:9][cH:10]1.[CH3:28][c:29]1[cH:30][cH:31][cH:32][cH:33][cH:34]1>>[CH3:1][O:2][C:3](=[O:4])[c:5]1[c:6]([C:12]([c:13]2[cH:14][cH:15][cH:16][cH:17][cH:18]2)=[O:19])[n:7][c:8]([O:11][CH2:21][c:22]2[cH:23][cH:24][cH:25][cH:26][cH:27]2)[cH:9][cH:10]1. Reactants: C(C)C1CC\C(\C(C=2N(N=C(C21)C(=O)N(C)OC)C)=O)=C/N(C)C (ethyl (7E)-7-[(dimethylamino)methylidene]-N-methoxy-N,1-dimethyl-8-oxo-1,4,5,6,7,8-hexahydrocyclohepta[c]pyrazole-3-carboxamide), S(=O)(=O)(O)O.COC(N)=N (O-methylisourea sulphate), C(=O)([O-])[O-].[K+].[K+] (K2CO3). Solvent: CC#N (CH3CN). Yields the product CON(C(=O)C1=NN(C2=C1CCCC=1C2=NC(=NC1)OC)C)C (N,9-dimethoxy-N,1-dimethyl-1,4,5,6-tetrahydropyrazolo[4′,3′:6,7]cyclohepta[1,2-d]pyrimidine-3-carboxamide). Yield: 59.5%. As a reaction SMILES: C([CH:3]1[C:12]2[C:11]([C:13]([N:15]([O:17][CH3:18])[CH3:16])=[O:14])=[N:10][N:9]([CH3:19])[C:8]=2[C:7](=O)/[C:6](=[CH:21]/N(C)C)/[CH2:5][CH2:4]1)C.S(O)(O)(=O)=O.[CH3:30][O:31][C:32](=[NH:34])[NH2:33].C([O-])([O-])=O.[K+].[K+]>CC#N>[CH3:18][O:17][N:15]([CH3:16])[C:13]([C:11]1[C:12]2[CH2:3][CH2:4][CH2:5][C:6]3[C:7](=[N:34][C:32]([O:31][CH3:30])=[N:33][CH:21]=3)[C:8]=2[N:9]([CH3:19])[N:10]=1)=[O:14] |f:1.2,3.4.5|. Procedure details: To a solution of ethyl (7E)-7-[(dimethylamino)methylidene]-N-methoxy-N,1-dimethyl-8-oxo-1,4,5,6,7,8-hexahydrocyclohepta[c]pyrazole-3-carboxamide (1.62 g, 5.3 mmol) in CH3CN (130 ml), O-methylisourea sulphate (5.22 g, 21.2 mmol) and K2CO3 (3 g, 22.2 mmol) were added. The reaction mixture was stirred at reflux for 16 h, then it was filtered to remove salts and the solvent was evaporated. The residue was suspended in DCM and washed with water; the organic phase was dried on Na2SO4, filtered and con... Starting materials: C(C)(C)(C)OC(=O)N1C[C@@H]2N(CC3=C(C=CC=C23)C(F)(F)F)CC1 (N-(t-butoxycarbonyl)-(R)-1,3,4,10b-tetrahydro-7-trifluoromethyl-pyrazino[2,1-a]isoindole), Cl (hydrogen chloride). Reaction conditions: time 15 minute. Product: Cl.Cl.FC(C1=C2CN3[C@H](C2=CC=C1)CNCC3)(F)F ((R)-1,3,4,10b-tetrahydro-7-trifluoromethyl-pyrazino[2,1-a]isoindole bis hydrochloric acid salt). Yield: 99.0%. RXN SMILES: C(OC([N:8]1[CH2:24][CH2:23][N:11]2[CH2:12][C:13]3[C:18]([C@@H:10]2[CH2:9]1)=[CH:17][CH:16]=[CH:15][C:14]=3[C:19]([F:22])([F:21])[F:20])=O)(C)(C)C.[ClH:25]>>[ClH:25].[ClH:25].[F:21][C:19]([F:20])([F:22])[C:14]1[CH:15]=[CH:16][CH:17]=[C:18]2[C:13]=1[CH2:12][N:11]1[CH2:23][CH2:24][NH:8][CH2:9][C@H:10]12 |f:2.3.4|. Procedure details: To N-(t-butoxycarbonyl)-(R)-1,3,4,10b-tetrahydro-7-trifluoromethyl-pyrazino[2,1-a]isoindole (37 mg, 0.11 mmol) was added concentrated aqueous hydrogen chloride (1 mL). After 15 min, the solution was concentrated, diluted with water, and lypholized to give (R)-1,3,4,10b-tetrahydro-7-trifluoromethyl-pyrazino[2,1-a]isoindole bis hydrochloric acid salt (33 mg, 99%) as an off white solid. Starting materials: [N+](#[C-])C(C(=O)OCCCC)C (n-butyl α-isocyanopropionate), C(C)C(CN(CC(CCCC)CC)CC(CCCC)CC)CCCC (tris(2-ethylhexyl)amine), ( A ). Yields the product CC=1N=COC1OCCCC (4-methyl-5-n-butoxyoxazole). RXN SMILES: [N+:1]([CH:3]([CH3:11])[C:4]([O:6][CH2:7][CH2:8][CH2:9][CH3:10])=[O:5])#[C-:2].C(C(CCCC)CN(CC(CC)CCCC)CC(CC)CCCC)C>>[CH3:11][C:3]1[N:1]=[CH:2][O:5][C:4]=1[O:6][CH2:7][CH2:8][CH2:9][CH3:10]. Procedure details: Example 3 is repeated, except that a mixture of 13.14% by weight of n-butyl α-isocyanopropionate and 86.86% by weight of tris(2-ethylhexyl)amine is continuously added via inlet (A).